From a dataset of the Open Reaction Database (ORD), a public repository of structured organic reaction records. describe an organic reaction: reactants, conditions, products, and yield The reactants are FC=1C=NC=CC1 (3-fluoropyridine), C12CNCC2CNC1 (3.7-Diazabicyclo[3.3.0]octane). The product is N1=CC(=CC=C1)N1CC2CNCC2C1 (3-(3-Pyridyl)-3,7-diazabicyclo[3.3.0]octane). RXN SMILES: F[C:2]1[CH:3]=[N:4][CH:5]=[CH:6][CH:7]=1.[CH:8]12[CH2:15][NH:14][CH2:13][CH:12]1[CH2:11][NH:10][CH2:9]2>>[N:4]1[CH:5]=[CH:6][CH:7]=[C:2]([N:10]2[CH2:11][CH:12]3[CH:8]([CH2:15][NH:14][CH2:13]3)[CH2:9]2)[CH:3]=1. Procedure: Prepared by heating 3-fluoropyridine and 3.7-Diazabicyclo[3.3.0]octane in an autoclave in the absence of solvent at 180° C. for 24 hours. Workup-procedure A/B. Reactants: C(C)(=O)O (acetic acid), COC=1C=C2C=CC=NC2=C(C1)[N+](=O)[O-] (6-methoxy-8-nitroquinoline), [OH-].[Na+] (sodium hydroxide). The reagents and catalysts are O=[Pt]=O (PtO2), O=[Pt]=O (PtO2). Solvent: CO (methanol). Reaction conditions: time 2.5 hour. Yields the product NC=1C=C(C=C2CCCNC12)OC (8-amino-1,2,3,4-tetrahydro-6-methoxyquinoline). Reaction SMILES: [CH3:1][O:2][C:3]1[CH:4]=[C:5]2[C:10](=[C:11]([N+:13]([O-])=O)[CH:12]=1)[N:9]=[CH:8][CH:7]=[CH:6]2.C(O)(=O)C.[OH-].[Na+]>CO.O=[Pt]=O>[NH2:13][C:11]1[CH:12]=[C:3]([O:2][CH3:1])[CH:4]=[C:5]2[C:10]=1[NH:9][CH2:8][CH2:7][CH2:6]2 |f:2.3|. Reported procedure: A suspension of 6-methoxy-8-nitroquinoline (20 g, 98 mmol) in methanol (200 ml) was hydrogenated over PtO2 (0.5 g) at 50 p.s.i. for 2.5 hours. The solution was treated with acetic acid (11.5 ml, 200 mmol) and PtO2 (0.5 g) and hydrogenated at 50 p.s.i. for 18 hours. The catalyst was removed by filtration and the solution evaporated in vacuo to give an oil. The residue was basified with 1 N-sodium hydroxide (200 ml) and the aqueous mixture extracted with diethyl ether (2×200 ml). The extracts were... The reactants are O.C1(=CC=CC=C1)CC(C(=O)[O-])=O.[Na+] (sodium β-phenylpyruvate monohydrate), Cl.ClC=1C=C(C=CC1Cl)NN (3,4-dichlorophenylhydrazine hydrochloride), C(C)O (ethanol). The solvent is O (water). The product is ClC=1C=C(C=CC1Cl)NN=C(C(=O)O)CC1=CC=CC=C1 (phenylpyruvic acid 3,4-dichlorophenylhydrazone). RXN SMILES: O.[C:2]1([CH2:8][C:9](=O)[C:10]([O-:12])=[O:11])[CH:7]=[CH:6][CH:5]=[CH:4][CH:3]=1.[Na+].Cl.[Cl:16][C:17]1[CH:18]=[C:19]([NH:24][NH2:25])[CH:20]=[CH:21][C:22]=1[Cl:23].C(O)C>O>[Cl:16][C:17]1[CH:18]=[C:19]([NH:24][N:25]=[C:9]([CH2:8][C:2]2[CH:7]=[CH:6][CH:5]=[CH:4][CH:3]=2)[C:10]([OH:12])=[O:11])[CH:20]=[CH:21][C:22]=1[Cl:23] |f:0.1.2,3.4|. Procedure details: Add 21.0 g of sodium β-phenylpyruvate monohydrate and 21.3 g of 3,4-dichlorophenylhydrazine hydrochloride to 300 ml of ethanol and reflux the resulting mixture for 30 minutes. Cool, add water, collect and dry the solid to yield phenylpyruvic acid 3,4-dichlorophenylhydrazone, m.p. 166°-167°. Reactants: ClC1=NC(=NC(=N1)C)N (4-chloro-6-methyl-1,3,5-triazin-2-amine), O1CCOCC1 (1,4-Dioxane), ClC=1C(=NC=C(C1)CN1CCN(CC1)S(=O)(=O)C)NC=1C=C(C=CC1)O (3-(3-chloro-5-((4-(methylsulfonyl)piperazin-1-yl)methyl)pyridin-2-ylamino)phenol), B1(OC(C(O1)(C)C)(C)C)B2OC(C(O2)(C)C)(C)C (bis(pinacolato)diboron), CC(C)C1=CC(=C(C(=C1)C(C)C)C2=C(C=CC=C2)P(C3CCCCC3)C4CCCCC4)C(C)C (X-Phos), C(C)(=O)[O-].[K+] (potassium acetate). The reagents and catalysts are CC(C)(C)P(C1=CC=C(C=C1)N(C)C)C(C)(C)C.CC(C)(C)P(C1=CC=C(C=C1)N(C)C)C(C)(C)C.Cl[Pd]Cl (bis(di-tert-butyl (4-dimethylaminophenyl)phosphine)dichloropalladium(II)), C=1C=CC(=CC1)/C=C/C(=O)/C=C/C2=CC=CC=C2.C=1C=CC(=CC1)/C=C/C(=O)/C=C/C2=CC=CC=C2.C=1C=CC(=CC1)/C=C/C(=O)/C=C/C2=CC=CC=C2.[Pd].[Pd] (tris(dibenzylideneacteone)dipalladium(0)). Run at temperature 100 celsius, time 3 hour. The product is NC1=NC(=NC(=N1)C)C=1C(=NC=C(C1)CN1CCN(CC1)S(=O)(=O)C)NC=1C=C(C=CC1)O (3-(3-(4-Amino-6-methyl-1,3,5-triazin-2-yl)-5-((4-(methylsulfonyl)piperazin-1-yl)methyl)pyridin-2-ylamino)phenol). The yield is 1.5%. RXN SMILES: O1CCOCC1.Cl[C:8]1[C:9]([NH:25][C:26]2[CH:27]=[C:28]([OH:32])[CH:29]=[CH:30][CH:31]=2)=[N:10][CH:11]=[C:12]([CH2:14][N:15]2[CH2:20][CH2:19][N:18]([S:21]([CH3:24])(=[O:23])=[O:22])[CH2:17][CH2:16]2)[CH:13]=1.B1(B2OC(C)(C)C(C)(C)O2)OC(C)(C)C(C)(C)O1.CC(C1C=C(C(C)C)C(C2C=CC=CC=2P(C2CCCCC2)C2CCCCC2)=C(C(C)C)C=1)C.C([O-])(=O)C.[K+].Cl[C:91]1[N:96]=[C:95]([CH3:97])[N:94]=[C:93]([NH2:98])[N:92]=1>C1C=CC(/C=C/C(/C=C/C2C=CC=CC=2)=O)=CC=1.C1C=CC(/C=C/C(/C=C/C2C=CC=CC=2)=O)=CC=1.C1C=CC(/C=C/C(/C=C/C2C=CC=CC=2)=O)=CC=1.[Pd].[Pd].CC(P(C(C)(C)C)C1C=CC(N(C)C)=CC=1)(C)C.CC(P(C(C)(C)C)C1C=CC(N(C)C)=CC=1)(C)C.Cl[Pd]Cl>[NH2:98][C:93]1[N:94]=[C:95]([CH3:97])[N:96]=[C:91]([C:8]2[C:9]([NH:25][C:26]3[CH:27]=[C:28]([OH:32])[CH:29]=[CH:30][CH:31]=3)=[N:10][CH:11]=[C:12]([CH2:14][N:15]3[CH2:20][CH2:19][N:18]([S:21]([CH3:24])(=[O:23])=[O:22])[CH2:17][CH2:16]3)[CH:13]=2)[N:92]=1 |f:4.5,7.8.9.10.11,12.13.14|. Procedure details: 1,4-Dioxane (4.00 mL, 46762 μmol) was added to a mixture of 3-(3-chloro-5-((4-(methylsulfonyl)piperazin-1-yl)methyl)pyridin-2-ylamino)phenol (390 mg, 983 μmol), bis(pinacolato)diboron (299 mg, 1179 μmol), X-Phos (46.8 mg, 98.3 μmol), tris(dibenzylideneacteone)dipalladium(0) (45.0 mg, 49.1 μmol) and potassium acetate (0.154 ml, 2457 μmol) and the mixture was stirred at 100° C. for 3 h. After cooling to room temperature, 4-chloro-6-methyl-1,3,5-triazin-2-amine (213 mg, 1474 μmol) and bis(di-tert-b... Reactants: O=P12OP3(=O)OP(=O)(O1)OP(=O)(O2)O3 (P2O5), NC1(CC(CC1)C1=CC=C(C=C1)CCCCCCCC)CO ((1-amino-3-(4-octylphenyl)cyclopentyl)methanol), poly phosphoric acid, OP(=O)(O)O (H3PO4), O=P12OP3(=O)OP(=O)(O1)OP(=O)(O2)O3 (P2O5), acid-anhydride. The solvent is O (water). Conditions: temperature 100 celsius. Yields the product P(=O)(OCC1(CC(CC1)C1=CC=C(C=C1)CCCCCCCC)N)(O)O ((1-amino-3-(4-octylphenyl)cyclopentyl)methyl dihydrogen phosphate). Reaction SMILES: [OH:1][P:2]([OH:5])([OH:4])=[O:3].O=P12OP3(OP(OP(O3)(O1)=O)(=O)O2)=O.[NH2:20][C:21]1([CH2:40]O)[CH2:25][CH2:24][CH:23]([C:26]2[CH:31]=[CH:30][C:29]([CH2:32][CH2:33][CH2:34][CH2:35][CH2:36][CH2:37][CH2:38][CH3:39])=[CH:28][CH:27]=2)[CH2:22]1>O>[P:2]([OH:5])([OH:4])([O:1][CH2:40][C:21]1([NH2:20])[CH2:25][CH2:24][CH:23]([C:26]2[CH:27]=[CH:28][C:29]([CH2:32][CH2:33][CH2:34][CH2:35][CH2:36][CH2:37][CH2:38][CH3:39])=[CH:30][CH:31]=2)[CH2:22]1)=[O:3]. Procedure: 1 mL of 85% H3PO4 was slowly added (by drops) into 0.5 g of P2O5, the acid-anhydride mixture was then heated at 100° C. for 1 hour under nitrogen protection. Another 0.5 g of P2O5 and 30 mg of alcohol 6 were added to the poly phosphoric acid and heated for 5 hours at 100° C. After cooling down to room temperature, 10 mL cold water (0° C.) was added to reaction mixture. The product precipitated out as white solid, was collected and washed with water. 31 mg (82%) of green colored product was colle...